From a dataset of the Open Reaction Database (ORD), a public repository of structured organic reaction records. describe an organic reaction: reactants, conditions, products, and yield Starting materials: [OH-].[Na+] (NaOH), O(C1=CC=CC=C1)C=1C=C(C=O)C=CC1 (3-phenoxybenzaldehyde), CC(=O)C (acetone). Solvent: C1(=CC=CC=C1)C (toluene). Run at time 0.5 hour. Yields the product O(C1=CC=CC=C1)C=1C=C(C=CC1)\C=C\C(C)=O ((E)-1-(3-Phenoxyphenyl)buten-3-one). RXN SMILES: [OH-].[Na+].[O:3]([C:10]1[CH:11]=[C:12]([CH:15]=[CH:16][CH:17]=1)[CH:13]=O)[C:4]1[CH:9]=[CH:8][CH:7]=[CH:6][CH:5]=1.[CH3:18][C:19]([CH3:21])=[O:20]>C1(C)C=CC=CC=1>[O:3]([C:10]1[CH:11]=[C:12](/[CH:13]=[CH:18]/[C:19](=[O:20])[CH3:21])[CH:15]=[CH:16][CH:17]=1)[C:4]1[CH:9]=[CH:8][CH:7]=[CH:6][CH:5]=1 |f:0.1|. Procedure: 6.7% w/v aqu. NaOH (12 ml) was added to a solution of 3-phenoxybenzaldehyde (40 g, Aldrich) in acetone (200 ml). The mixture was stirred for 1/2 hour and then poured into 2 M aqu. HCl and extracted with ether/pet.ether (1:1). The extract was washed with satd. aqu. NaCl, dried over MgSO4 and stripped to give the aldol product. The latter was taken up in toluene (100 ml) p-toluenesulphonic acid (1 g) was added and the mixture heated on a steam-bath for 1 hour. The mixture was then cooled, washed w...